From a dataset of the Open Reaction Database (ORD), a public repository of structured organic reaction records. describe an organic reaction: reactants, conditions, products, and yield Starting materials: [BH4-], CC(C)(C)c1cc2cc(NC(=O)C3(c4ccc5c(c4)OC(F)(F)O5)CC3)ccc2n1CC(=O)C(=O)O, CO, [Na+]. The product is CC(C)(C)c1cc2cc(NC(=O)C3(c4ccc5c(c4)OC(F)(F)O5)CC3)ccc2n1CC(O)C(=O)O. Reaction SMILES: [BH4-:37].[C:1]([CH3:2])([CH3:3])([CH3:4])[c:5]1[n:6]([CH2:31][C:32]([C:33](=[O:34])[OH:35])=[O:36])[c:7]2[cH:8][cH:9][c:10]([NH:14][C:15](=[O:16])[C:17]3([c:20]4[cH:21][c:22]5[c:23]([cH:29][cH:30]4)[O:24][C:25]([F:27])([F:28])[O:26]5)[CH2:18][CH2:19]3)[cH:11][c:12]2[cH:13]1.[CH3:39][OH:40].[Na+:38]>>[C:1]([CH3:2])([CH3:3])([CH3:4])[c:5]1[n:6]([CH2:31][CH:32]([C:33](=[O:34])[OH:35])[OH:36])[c:7]2[cH:8][cH:9][c:10]([NH:14][C:15](=[O:16])[C:17]3([c:20]4[cH:21][c:22]5[c:23]([cH:29][cH:30]4)[O:24][C:25]([F:27])([F:28])[O:26]5)[CH2:18][CH2:19]3)[cH:11][c:12]2[cH:13]1. Reactants: CC(C)(C)OC(=O)N1CCNCC1, CC(C)(C)[O-], Cc1ccccc1, Clc1ncccc1Br, [Na+], O=C(C=Cc1ccccc1)C=Cc1ccccc1, O=C(C=Cc1ccccc1)C=Cc1ccccc1, O=C(C=Cc1ccccc1)C=Cc1ccccc1, O, [Pd], [Pd], CC1(C)c2cccc(P(c3ccccc3)c3ccccc3)c2Oc2c(P(c3ccccc3)c3ccccc3)cccc21. Product: CC(C)(C)OC(=O)N1CCN(c2cccnc2Cl)CC1. As a reaction SMILES: [C:9]([CH3:10])([CH3:11])([CH3:12])[O:13][C:14](=[O:15])[N:16]1[CH2:17][CH2:18][NH:19][CH2:20][CH2:21]1.[CH3:22][C:23]([CH3:24])([O-:25])[CH3:26].[CH3:70][c:71]1[cH:72][cH:73][cH:74][cH:75][cH:76]1.[Cl:1][c:2]1[n:3][cH:4][cH:5][cH:6][c:7]1[Br:8].[Na+:27].[O:115]=[C:116]([CH:117]=[CH:118][c:119]1[cH:120][cH:121][cH:122][cH:123][cH:124]1)[CH:125]=[CH:126][c:127]1[cH:128][cH:129][cH:130][cH:131][cH:132]1.[O:79]=[C:80]([CH:81]=[CH:82][c:83]1[cH:84][cH:85][cH:86][cH:87][cH:88]1)[CH:89]=[CH:90][c:91]1[cH:92][cH:93][cH:94][cH:95][cH:96]1.[O:97]=[C:98]([CH:99]=[CH:100][c:101]1[cH:102][cH:103][cH:104][cH:105][cH:106]1)[CH:107]=[CH:108][c:109]1[cH:110][cH:111][cH:112][cH:113][cH:114]1.[OH2:133].[Pd:77].[Pd:78].[c:28]1([P:29]([c:30]2[cH:31][cH:32][cH:33][cH:34][cH:35]2)[c:36]2[c:37]3[c:61]([cH:62][cH:63][cH:64]2)[C:58]([CH3:59])([CH3:60])[c:40]2[c:39]([c:44]([P:45]([c:46]4[cH:47][cH:48][cH:49][cH:50][cH:51]4)[c:52]4[cH:53][cH:54][cH:55][cH:56][cH:57]4)[cH:43][cH:42][cH:41]2)[O:38]3)[cH:65][cH:66][cH:67][cH:68][cH:69]1>>[Cl:1][c:2]1[n:3][cH:4][cH:5][cH:6][c:7]1[N:19]1[CH2:18][CH2:17][N:16]([C:14]([O:13][C:9]([CH3:10])([CH3:11])[CH3:12])=[O:15])[CH2:21][CH2:20]1. Starting materials: N1CCC2=CC=CC=C12 (indoline), C([O-])([O-])=O.[Cs+].[Cs+] (cesium carbonate), C(C1=CC=CC=C1)(=O)NC1=C(C(=O)OC(C)(C)C)C=CC(=C1)Br (tert-butyl 2-(benzamido)-4-bromobenzoate), C(CC(O)(C(=O)O)CC(=O)O)(=O)O (citric acid). The reagents and catalysts are C=1C=CC(=CC1)/C=C/C(=O)/C=C/C2=CC=CC=C2.C=1C=CC(=CC1)/C=C/C(=O)/C=C/C2=CC=CC=C2.C=1C=CC(=CC1)/C=C/C(=O)/C=C/C2=CC=CC=C2.[Pd].[Pd] (tris(dibenzylideneacetone)dipalladium(0)), C(C)(=O)[O-].[Pd+2].C(C)(=O)[O-] (palladium acetate), C1(CCCCC1)P(C1=C(C=CC=C1)C1=C(C=C(C=C1C(C)C)C(C)C)C(C)C)C1CCCCC1 (2-dicyclohexylphosphino-2′,4′,6′-triisopropylbiphenyl). Solvent: C1(=CC=CC=C1)C (toluene), C(C)(=O)OCC (ethyl acetate). The product is C(C1=CC=CC=C1)(=O)NC1=C(C(=O)OC(C)(C)C)C=CC(=C1)N1CCC2=CC=CC=C12 (tert-butyl 2-(benzamido)-4-(indolin-1-yl)benzoate). As a reaction SMILES: [NH:1]1[C:9]2[C:4](=[CH:5][CH:6]=[CH:7][CH:8]=2)[CH2:3][CH2:2]1.C(=O)([O-])[O-].[Cs+].[Cs+].[C:16]([NH:24][C:25]1[CH:37]=[C:36](Br)[CH:35]=[CH:34][C:26]=1[C:27]([O:29][C:30]([CH3:33])([CH3:32])[CH3:31])=[O:28])(=[O:23])[C:17]1[CH:22]=[CH:21][CH:20]=[CH:19][CH:18]=1.C(O)(=O)CC(CC(O)=O)(C(O)=O)O>C1C=CC(/C=C/C(/C=C/C2C=CC=CC=2)=O)=CC=1.C1C=CC(/C=C/C(/C=C/C2C=CC=CC=2)=O)=CC=1.C1C=CC(/C=C/C(/C=C/C2C=CC=CC=2)=O)=CC=1.[Pd].[Pd].C([O-])(=O)C.[Pd+2].C([O-])(=O)C.C1(P(C2CCCCC2)C2C=CC=CC=2C2C(C(C)C)=CC(C(C)C)=CC=2C(C)C)CCCCC1.C(OCC)(=O)C.C1(C)C=CC=CC=1>[C:16]([NH:24][C:25]1[CH:37]=[C:36]([N:1]2[C:9]3[C:4](=[CH:5][CH:6]=[CH:7][CH:8]=3)[CH2:3][CH2:2]2)[CH:35]=[CH:34][C:26]=1[C:27]([O:29][C:30]([CH3:32])([CH3:33])[CH3:31])=[O:28])(=[O:23])[C:17]1[CH:18]=[CH:19][CH:20]=[CH:21][CH:22]=1 |f:1.2.3,6.7.8.9.10,11.12.13|. Procedure details: 0.031 mL of indoline, 0.12 g of cesium carbonate, 1.7 mg of tris(dibenzylideneacetone)dipalladium(0), 0.8 mg of palladium acetate and 4.4 mg of 2-dicyclohexylphosphino-2′,4′,6′-triisopropylbiphenyl were added to 1.4 mL of toluene solution containing 70 mg of tert-butyl 2-(benzamido)-4-bromobenzoate at room temperature, and the resulting mixture was heated to reflux under nitrogen atmosphere for 3 hours. After the reaction mixture was cooled to room temperature, ethyl acetate and 10% citric acid ...